From a dataset of the Open Reaction Database (ORD), a public repository of structured organic reaction records. describe an organic reaction: reactants, conditions, products, and yield Reactants: C=CC(=O)OCC, CC1CCCN1, CCO, CC#N, Cl, [K+], [K+], O=C([O-])[O-]. Yields the product CCOC(=O)CCN1CCCC1C. As a reaction SMILES: [C:14]([CH:15]=[CH2:16])(=[O:17])[O:18][CH2:19][CH3:20].[CH3:1][CH:2]1[NH:3][CH2:4][CH2:5][CH2:6]1.[CH3:21][CH2:22][OH:23].[CH3:24][C:25]#[N:26].[ClH:7].[K+:8].[K+:9].[O-:10][C:11]([O-:12])=[O:13]>>[CH3:1][CH:2]1[N:3]([CH2:16][CH2:15][C:14](=[O:17])[O:18][CH2:19][CH3:20])[CH2:4][CH2:5][CH2:6]1. Starting materials: C[Al](C)C, CC(C)N, COC(=O)c1ccc(OCc2conc2-c2ccc(Cl)cc2)nc1, C1COCCO1, O. The product is CC(C)NC(=O)c1ccc(OCc2conc2-c2ccc(Cl)cc2)nc1. Reaction SMILES: [CH3:1][Al:2]([CH3:3])[CH3:4].[CH3:5][CH:6]([CH3:7])[NH2:8].[CH3:9][O:10][C:11]([c:12]1[cH:13][n:14][c:15]([O:18][CH2:19][c:20]2[c:21](-[c:25]3[cH:26][cH:27][c:28]([Cl:31])[cH:29][cH:30]3)[n:22][o:23][cH:24]2)[cH:16][cH:17]1)=[O:32].[O:34]1[CH2:35][CH2:36][O:37][CH2:38][CH2:39]1.[OH2:33]>>[CH3:5][CH:6]([CH3:7])[NH:8][C:11]([c:12]1[cH:13][n:14][c:15]([O:18][CH2:19][c:20]2[c:21](-[c:25]3[cH:26][cH:27][c:28]([Cl:31])[cH:29][cH:30]3)[n:22][o:23][cH:24]2)[cH:16][cH:17]1)=[O:32]. Reactants: BrC1=C(C=C(C=C1)C(C)=O)[N+](=O)[O-] (1-(4-Bromo-3-nitrophenyl)-ethanone), C1(=CC=CC=C1)NC(C)=O (N-phenylacetamide). The product is CC1=NC2=C(N1C1=CC=CC=C1)C=CC(=C2)C(C)=O (1-(2-Methyl-1-phenyl-1H-benzoimidazol-5-yl)-ethanone). The yield is 62.3%. Reaction SMILES: Br[C:2]1[CH:7]=[CH:6][C:5]([C:8](=[O:10])[CH3:9])=[CH:4][C:3]=1[N+:11]([O-])=O.[C:14]1([NH:20][C:21](=O)[CH3:22])[CH:19]=[CH:18][CH:17]=[CH:16][CH:15]=1>>[CH3:22][C:21]1[N:20]([C:14]2[CH:19]=[CH:18][CH:17]=[CH:16][CH:15]=2)[C:2]2[CH:7]=[CH:6][C:5]([C:8](=[O:10])[CH3:9])=[CH:4][C:3]=2[N:11]=1. Reported procedure: The title compound was prepared with the analogous procedure described in example 1 using 1-(4-Bromo-3-nitrophenyl)-ethanone (122 mg, 0.5 mmol) and N-phenylacetamide (81 mg, 0.6 mmol) as starting materials to yield the title compound as a yellow solid (78 mg, 62%). 1H NMR (DMSO) δ 2.54 (s, 3 H), 2.68 (s, 3 H), 7.27 (d, J=8.6 Hz, 1 H), 7.58-7.71 (m, 5 H), 7.92 (d, J=8.86 Hz, 1 H), 8.35 (br s, 1 H); 13C NMR δ 13.8, 27.0, 110.4, 117.9, 123.5, 126.7, 129.7, 130.0, 132.4, 133.9, 137.9, 153.8, 157.2, ... The reactants are FC(OC1=CC=C(C=C1)N1C(C2(CC1)CCNCC2)=O)(F)F (2-(4-trifluoromethoxy-phenyl)-2,8-diaza-spiro[4.5]decan-1-one), O=C(OC(Cl)(Cl)Cl)Cl (diphosgene), FC1=CC=C(C=C1)N (4-Fluoro-phenylamine). Product: FC1=CC=C(C=C1)NC(=O)N1CCC2(CCN(C2=O)C2=CC=C(C=C2)OC(F)(F)F)CC1 (1-Oxo-2-(4-trifluoromethoxy-phenyl)-2,8-diaza-spiro[4.5]decane-8-carboxylic acid (4-fluoro-phenyl)-amide). Reaction SMILES: [F:1][C:2]([F:22])([F:21])[O:3][C:4]1[CH:9]=[CH:8][C:7]([N:10]2[CH2:14][CH2:13][C:12]3([CH2:19][CH2:18][NH:17][CH2:16][CH2:15]3)[C:11]2=[O:20])=[CH:6][CH:5]=1.O=C(Cl)[O:25][C:26](Cl)(Cl)Cl.[F:31][C:32]1[CH:37]=[CH:36][C:35]([NH2:38])=[CH:34][CH:33]=1>>[F:31][C:32]1[CH:37]=[CH:36][C:35]([NH:38][C:26]([N:17]2[CH2:16][CH2:15][C:12]3([C:11](=[O:20])[N:10]([C:7]4[CH:8]=[CH:9][C:4]([O:3][C:2]([F:1])([F:21])[F:22])=[CH:5][CH:6]=4)[CH2:14][CH2:13]3)[CH2:19][CH2:18]2)=[O:25])=[CH:34][CH:33]=1. Procedure details: This material was prepared in analogy to example 251 step B) from 2-(4-trifluoromethoxy-phenyl)-2,8-diaza-spiro[4.5]decan-1-one, diphosgene and 4-Fluoro-phenylamine. MS (ESI): 452.3 (MH+). Reactants: C1N2CN3CN1CN(C2)C3 (hexamethylenetetramine), CC1=C(C=CC(=C1)CCC)O (2-methyl-4-propylphenol), FC(C(=O)O)(F)F (trifluoroacetic acid), Cl (hydrochloric acid). Solvent: C(C)(=O)OCC (ethyl acetate). Run at time 1 hour. The product is OC1=C(C=O)C=C(C=C1C)CCC (2-hydroxy-3-methyl-5-propyl-benzaldehyde). Reaction SMILES: [CH2:1]1N2CN3CN(C2)CN1C3.C[C:12]1[CH:17]=[C:16]([CH2:18][CH2:19][CH3:20])[CH:15]=C[C:13]=1[OH:21].Cl.F[C:24](F)(F)[C:25]([OH:27])=O>C(OCC)(=O)C>[OH:27][C:25]1[C:24]([CH3:1])=[CH:15][C:16]([CH2:18][CH2:19][CH3:20])=[CH:17][C:12]=1[CH:13]=[O:21]. Procedure: 4.2 g of hexamethylenetetramine were cautiously added to 1.5 g of 2-methyl-4-propylphenol in 11 ml of trifluoroacetic acid and the mixture was heated for 5 hrs. to 120° C. After the addition of 11 ml of 1N hydrochloric acid the mixture was stirred for 1 hr. at 107° C. The mixture was cooled to room temperature, diluted with ethyl acetate and washed in sequence with water, dilute sodium hydrogen carbonate solution, water and sodium chloride solution. Evaporation of the solution and chromatography... Starting materials: C(C1=CC=CC=C1)C1=C(C=C(C=C1)CC(C(=O)OCC)OCC)OCCC1=CC=C(C=C1)OS(=O)(=O)C (Ethyl 3-[4-benzyl-3-({4-[(methylsulfonyl)oxy]phenethyl}oxy)phenyl]-2-ethoxypropanoate), [Li+].[OH-] (LiOH), C1CCOC1 (THF), S(=O)(=O)(O)[O-].[K+] (potassium hydrogen sulfate). Run in O (water), C(C)O (ethanol). Conditions: time 4 hour. Product: C(C1=CC=CC=C1)C1=C(C=C(C=C1)CC(C(=O)O)OCC)OCCC1=CC=C(C=C1)OS(=O)(=O)C (3−[4-Benzyl-3-({4-[(methylsulfonyl)oxy]phenethyl}oxy)phenyl]-2-ethoxypropanoic acid). Reaction SMILES: [CH2:1]([C:8]1[CH:13]=[CH:12][C:11]([CH2:14][CH:15]([O:21][CH2:22][CH3:23])[C:16]([O:18]CC)=[O:17])=[CH:10][C:9]=1[O:24][CH2:25][CH2:26][C:27]1[CH:32]=[CH:31][C:30]([O:33][S:34]([CH3:37])(=[O:36])=[O:35])=[CH:29][CH:28]=1)[C:2]1[CH:7]=[CH:6][CH:5]=[CH:4][CH:3]=1.[Li+].[OH-].C1COCC1.S([O-])(O)(=O)=O.[K+]>O.C(O)C>[CH2:1]([C:8]1[CH:13]=[CH:12][C:11]([CH2:14][CH:15]([O:21][CH2:22][CH3:23])[C:16]([OH:18])=[O:17])=[CH:10][C:9]=1[O:24][CH2:25][CH2:26][C:27]1[CH:32]=[CH:31][C:30]([O:33][S:34]([CH3:37])(=[O:35])=[O:36])=[CH:29][CH:28]=1)[C:2]1[CH:3]=[CH:4][CH:5]=[CH:6][CH:7]=1 |f:1.2,4.5|. Procedure details: Ethyl 3-[4-benzyl-3-({4-[(methylsulfonyl)oxy]phenethyl}oxy)phenyl]-2-ethoxypropanoate (0.48 g), LiOH (0.024 g), THF (10 ml), ethanol (2 ml) and water (2 ml) were added to a reaction flask. The solution was stirred 4 h at room temperature. Aqueous solution, 1 M, of potassium hydrogen sulfate (2 ml) was added to the reaction flask. The solvent was evaporated. The residue was extracted twice by ethyl acetate. The organic phase was dried by magnesium sulfate and filtered. The solvent was evaporated ...